describe an organic reaction: reactants, conditions, products, and yield From a dataset of the Open Reaction Database (ORD), a public repository of structured organic reaction records. Starting materials: C(Cl)C1CO1 (epichlorohydrin), C([C@@H]1[C@@H]2[C@@H]([C@H]([C@H](O1)O[C@@H]3[C@H](O[C@@H]([C@@H]([C@H]3O)O)O[C@@H]4[C@H](O[C@@H]([C@@H]([C@H]4O)O)O[C@@H]5[C@H](O[C@@H]([C@@H]([C@H]5O)O)O[C@@H]6[C@H](O[C@@H]([C@@H]([C@H]6O)O)O[C@@H]7[C@H](O[C@@H]([C@@H]([C@H]7O)O)O[C@@H]8[C@H](O[C@H](O2)[C@@H]([C@H]8O)O)CO)CO)CO)CO)CO)CO)O)O)O (β-Cyclodextrin), [OH-].[Na+] (sodium hydroxide), C(Cl)C1CO1 (epichlorohydrin). Solvent: O (water). Reaction conditions: temperature 30 celsius, time 48 hour. Yields the product C(Cl)C1CO1.C([C@@H]1[C@@H]2[C@@H]([C@H]([C@H](O1)O[C@@H]3[C@H](O[C@@H]([C@@H]([C@H]3O)O)O[C@@H]4[C@H](O[C@@H]([C@@H]([C@H]4O)O)O[C@@H]5[C@H](O[C@@H]([C@@H]([C@H]5O)O)O[C@@H]6[C@H](O[C@@H]([C@@H]([C@H]6O)O)O[C@@H]7[C@H](O[C@@H]([C@@H]([C@H]7O)O)O[C@@H]8[C@H](O[C@H](O2)[C@@H]([C@H]8O)O)CO)CO)CO)CO)CO)CO)O)O)O (Epichlorohydrin β-cyclodextrin). Yield: 64.3%. As a reaction SMILES: [CH2:1]([OH:77])[C@H:2]1[O:7][C@@H:6]2[O:8][C@H:9]3[C@H:14]([OH:15])[C@@H:13]([OH:16])[C@@H:12]([O:17][C@H:18]4[C@H:23]([OH:24])[C@@H:22]([OH:25])[C@@H:21]([O:26][C@H:27]5[C@H:32]([OH:33])[C@@H:31]([OH:34])[C@@H:30]([O:35][C@H:36]6[C@H:41]([OH:42])[C@@H:40]([OH:43])[C@@H:39]([O:44][C@H:45]7[C@H:50]([OH:51])[C@@H:49]([OH:52])[C@@H:48]([O:53][C@H:54]8[C@H:60]([OH:61])[C@@H:59]([OH:62])[C@@H:57]([O:58][C@H:3]1[C@H:4]([OH:76])[C@H:5]2[OH:75])[O:56][C@@H:55]8[CH2:63][OH:64])[O:47][C@@H:46]7[CH2:65][OH:66])[O:38][C@@H:37]6[CH2:67][OH:68])[O:29][C@@H:28]5[CH2:69][OH:70])[O:20][C@@H:19]4[CH2:71][OH:72])[O:11][C@@H:10]3[CH2:73][OH:74].[OH-].[Na+].[CH2:80]([CH:82]1[O:84][CH2:83]1)[Cl:81]>O>[CH2:80]([CH:82]1[O:84][CH2:83]1)[Cl:81].[CH2:67]([OH:68])[C@H:37]1[O:38][C@@H:39]2[O:44][C@H:45]3[C@H:50]([OH:51])[C@@H:49]([OH:52])[C@@H:48]([O:53][C@H:54]4[C@H:60]([OH:61])[C@@H:59]([OH:62])[C@@H:57]([O:58][C@H:3]5[C@H:4]([OH:76])[C@@H:5]([OH:75])[C@@H:6]([O:8][C@H:9]6[C@H:14]([OH:15])[C@@H:13]([OH:16])[C@@H:12]([O:17][C@H:18]7[C@H:23]([OH:24])[C@@H:22]([OH:25])[C@@H:21]([O:26][C@H:27]8[C@H:32]([OH:33])[C@@H:31]([OH:34])[C@@H:30]([O:35][C@H:36]1[C@H:41]([OH:42])[C@H:40]2[OH:43])[O:29][C@@H:28]8[CH2:69][OH:70])[O:20][C@@H:19]7[CH2:71][OH:72])[O:11][C@@H:10]6[CH2:73][OH:74])[O:7][C@@H:2]5[CH2:1][OH:77])[O:56][C@@H:55]4[CH2:63][OH:64])[O:47][C@@H:46]3[CH2:65][OH:66] |f:1.2,5.6|. Procedure details: β-Cyclodextrin (0.5 gm, 0.38 mmol) and sodium hydroxide (0.18 gm, 4.5 mmol) were dissolved in water (0.8 mL) and heated to 30° C. To this solution was added epichlorohydrin (0.345 mL, 4.4 mmol) and the immiscible solutions were stirred at 30° C. for 3.5 h, during which time the epichlorohydrin dissolved in the aqueous solution. The epichlorohydrin-β-cyclodextrin copolymer was then precipitated by the addition of acetone (10 mL). The acetone was decanted and the precipitate was dissolved in water... Reactants: COC=1C=C2C(=NC=NC2=CC1OC)C1CCNCC1 (6,7-dimethoxy-4-piperidin-4-yl-quinazoline), C(Cl)(Cl)Cl (CHCl3), [N+](=O)([O-])C1=CC=C(C=C1)OC(NC1=CC=C(C=C1)I)=O ((4-iodo-phenyl)-carbamic acid 4-nitro-phenyl ester), CCN(C(C)C)C(C)C (DIEA). The solvent is C(Cl)Cl (DCM). Yields the product IC1=CC=C(C=C1)NC(=O)N1CCC(CC1)C1=NC=NC2=CC(=C(C=C12)OC)OC (4-(6,7-Dimethoxy-quinazolin-4-yl)-piperidine-1-carboxylic acid (4-iodo-phenyl)-amide). RXN SMILES: [CH3:1][O:2][C:3]1[CH:4]=[C:5]2[C:10](=[CH:11][C:12]=1[O:13][CH3:14])[N:9]=[CH:8][N:7]=[C:6]2[CH:15]1[CH2:20][CH2:19][NH:18][CH2:17][CH2:16]1.[N+](C1C=CC([O:30][C:31](=O)[NH:32][C:33]2[CH:38]=[CH:37][C:36]([I:39])=[CH:35][CH:34]=2)=CC=1)([O-])=O.CCN(C(C)C)C(C)C.C(Cl)(Cl)Cl>C(Cl)Cl>[I:39][C:36]1[CH:37]=[CH:38][C:33]([NH:32][C:31]([N:18]2[CH2:19][CH2:20][CH:15]([C:6]3[C:5]4[C:10](=[CH:11][C:12]([O:13][CH3:14])=[C:3]([O:2][CH3:1])[CH:4]=4)[N:9]=[CH:8][N:7]=3)[CH2:16][CH2:17]2)=[O:30])=[CH:34][CH:35]=1. Reported procedure: To a mixture of 6,7-dimethoxy-4-piperidin-4-yl-quinazoline (5.18 g, 19.0 mmol), prepared as described in Example 1d, and (4-iodo-phenyl)-carbamic acid 4-nitro-phenyl ester (8.00 g, 20.8 mmol), prepared as described in the preceding step, in DCM (20 mL) was added DIEA (3.44 mL, 20.8 mmol) with stirring at rt. After stirring at rt for 5 min, CHCl3 (20 mL) was added to thin the slurry, and after stirring for 4 h at rt, the greenish mixture was washed with 0.1 M NaOH (208 mL), and the resulting prec... Reactants: [BH4-], CCO, CCOC(=O)C1=Cc2cccc(-c3ccccc3C=O)c2OCC1, Cl, [Na+], C1CCOC1. Yields the product CCOC(=O)C1=Cc2cccc(-c3ccccc3CO)c2OCC1. Reaction SMILES: [BH4-:25].[CH3:28][CH2:29][OH:30].[CH:1](=[O:2])[c:3]1[c:4](-[c:9]2[cH:10][cH:11][cH:12][c:13]3[c:19]2[O:18][CH2:17][CH2:16][C:15]([C:20](=[O:21])[O:22][CH2:23][CH3:24])=[CH:14]3)[cH:5][cH:6][cH:7][cH:8]1.[ClH:27].[Na+:26].[O:31]1[CH2:32][CH2:33][CH2:34][CH2:35]1>>[CH2:1]([OH:2])[c:3]1[c:4](-[c:9]2[cH:10][cH:11][cH:12][c:13]3[c:19]2[O:18][CH2:17][CH2:16][C:15]([C:20](=[O:21])[O:22][CH2:23][CH3:24])=[CH:14]3)[cH:5][cH:6][cH:7][cH:8]1. Starting materials: [BH4-], CO, CC(C)CC(=O)CC(C)C(=O)O, [Na+]. Product: CC(C)CC1CC(C)C(=O)O1. Reaction SMILES: [BH4-:1].[CH3:15][OH:16].[CH3:3][CH:4]([C:5](=[O:6])[OH:7])[CH2:8][C:9]([CH2:10][CH:11]([CH3:12])[CH3:13])=[O:14].[Na+:2]>>[CH3:3][CH:4]1[C:5](=[O:7])[O:14][CH:9]([CH2:10][CH:11]([CH3:12])[CH3:13])[CH2:8]1.